From a dataset of the Open Reaction Database (ORD), a public repository of structured organic reaction records. describe an organic reaction: reactants, conditions, products, and yield Reactants: OC12CC3CC(CC(C3)C1)C2, CC(=O)OC(C)=O, CCCCCCC, ClCCl, C=CCOC(=O)c1ccc(O)cc1F, O=S(=O)(O)O. The product is C=CCOC(=O)c1ccc(O)c(C23CC4CC(CC(C4)C2)C3)c1F. Reaction SMILES: [C:1]12([OH:11])[CH2:2][CH:3]3[CH2:4][CH:5]([CH2:6][CH:7]([CH2:8]1)[CH2:9]3)[CH2:10]2.[CH3:17][C:18]([O:19][C:20](=[O:21])[CH3:22])=[O:23].[CH3:41][CH2:42][CH2:43][CH2:44][CH2:45][CH2:46][CH3:47].[Cl:38][CH2:39][Cl:40].[F:24][c:25]1[c:26]([C:27](=[O:28])[O:29][CH2:30][CH:31]=[CH2:32])[cH:33][cH:34][c:35]([OH:37])[cH:36]1.[S:12](=[O:13])(=[O:14])([OH:15])[OH:16]>>[C:1]12([c:36]3[c:25]([F:24])[c:26]([C:27](=[O:28])[O:29][CH2:30][CH:31]=[CH2:32])[cH:33][cH:34][c:35]3[OH:37])[CH2:2][CH:3]3[CH2:4][CH:5]([CH2:6][CH:7]([CH2:8]1)[CH2:9]3)[CH2:10]2.